Dataset: the Open Reaction Database (ORD), a public repository of structured organic reaction records. Task: describe an organic reaction: reactants, conditions, products, and yield The reactants are COC1=CC=C(C=C1)C=1C(=NC(NC1)=O)C (5-(4-methoxyphenyl)-4-methyl-2-(1H)-pyrimidinone), Br (hydrobromic acid). Run at temperature 0 celsius. Product: Br.OC1=CC=C(C=C1)C=1C(=NC(NC1)=O)C (5-(4-hydroxyphenyl)-4-methyl-2-(1H)-pyrimidinone hydrobromide). As a reaction SMILES: C[O:2][C:3]1[CH:8]=[CH:7][C:6]([C:9]2[C:10]([CH3:16])=[N:11][C:12](=[O:15])[NH:13][CH:14]=2)=[CH:5][CH:4]=1.[BrH:17]>>[BrH:17].[OH:2][C:3]1[CH:4]=[CH:5][C:6]([C:9]2[C:10]([CH3:16])=[N:11][C:12](=[O:15])[NH:13][CH:14]=2)=[CH:7][CH:8]=1 |f:2.3|. Reported procedure: 1.5 g of 5-(4-methoxyphenyl)-4-methyl-2-(1H)-pyrimidinone are heated with 12.5 ml of 47% hydrobromic acid at 100° C. for 24 hours. The mixture is then cooled to 0° C., and the product which has crystallised out is filtered off with suction and washed with cold ethanol. 1.3 g of 5-(4-hydroxyphenyl)-4-methyl-2-(1H)-pyrimidinone hydrobromide are obtained. Melting point above 300° C.